Task: describe an organic reaction: reactants, conditions, products, and yield. Dataset: the Open Reaction Database (ORD), a public repository of structured organic reaction records The reactants are BrC=1C(=C(OC2=C(C=C(C(=O)NCC=3C(=NC(=CC3C)C)O)C=C2)Cl)C=CC1)C#N (4-(3-bromo-2-cyanophenoxy)-3-chloro-N-((2-hydroxy-4,6-dimethylpyridin-3-yl)methyl)benzamide), N1=CC=C(C=C1)B(O)O (pyridin-4-ylboronic acid), C([O-])([O-])=O.[Na+].[Na+] (sodium carbonate). The reagents and catalysts are C=1C=CC(=CC1)[P](C=2C=CC=CC2)(C=3C=CC=CC3)[Pd]([P](C=4C=CC=CC4)(C=5C=CC=CC5)C=6C=CC=CC6)([P](C=7C=CC=CC7)(C=8C=CC=CC8)C=9C=CC=CC9)[P](C=1C=CC=CC1)(C=1C=CC=CC1)C=1C=CC=CC1 (tetrakis(triphenylphosphine)palladium(0)). Run in O1CCOCC1 (1,4-dioxane), O (water). Reaction conditions: temperature 90 celsius, time 12 hour. Yields the product ClC=1C=C(C(=O)NCC=2C(=NC(=CC2C)C)O)C=CC1OC1=C(C(=CC=C1)C1=CC=NC=C1)C#N (3-chloro-4-(2-cyano-3-(pyridin-4-yl)phenoxy)-N-((2-hydroxy-4,6-dimethylpyridin-3-yl)methyl)benzamide). Isolated yield 69.7%. Reaction SMILES: Br[C:2]1[C:3]([C:29]#[N:30])=[C:4]([CH:26]=[CH:27][CH:28]=1)[O:5][C:6]1[CH:24]=[CH:23][C:9]([C:10]([NH:12][CH2:13][C:14]2[C:15]([OH:22])=[N:16][C:17]([CH3:21])=[CH:18][C:19]=2[CH3:20])=[O:11])=[CH:8][C:7]=1[Cl:25].[N:31]1[CH:36]=[CH:35][C:34](B(O)O)=[CH:33][CH:32]=1.C(=O)([O-])[O-].[Na+].[Na+]>O1CCOCC1.O.C1C=CC([P]([Pd]([P](C2C=CC=CC=2)(C2C=CC=CC=2)C2C=CC=CC=2)([P](C2C=CC=CC=2)(C2C=CC=CC=2)C2C=CC=CC=2)[P](C2C=CC=CC=2)(C2C=CC=CC=2)C2C=CC=CC=2)(C2C=CC=CC=2)C2C=CC=CC=2)=CC=1>[Cl:25][C:7]1[CH:8]=[C:9]([CH:23]=[CH:24][C:6]=1[O:5][C:4]1[CH:26]=[CH:27][CH:28]=[C:2]([C:34]2[CH:35]=[CH:36][N:31]=[CH:32][CH:33]=2)[C:3]=1[C:29]#[N:30])[C:10]([NH:12][CH2:13][C:14]1[C:15]([OH:22])=[N:16][C:17]([CH3:21])=[CH:18][C:19]=1[CH3:20])=[O:11] |f:2.3.4,^1:56,58,77,96|. Reported procedure: To a solution of 4-(3-bromo-2-cyanophenoxy)-3-chloro-N-((2-hydroxy-4,6-dimethylpyridin-3-yl)methyl)benzamide (500 mg, 1.03 mmol), pyridin-4-ylboronic acid (150 mg, 1.2 mmol), sodium carbonate (425 mg, 3.07 mmol) in 1,4-dioxane (20 mL) and water (5 mL) was added tetrakis(triphenylphosphine)palladium(0) (118 mg, 0.1 mmol). The reaction mixture was stirred at 90° C. under nitrogen atmosphere for 12 hours. After the reaction, it was allowed to cool to room temperature, and concentrated in vacuo, the...